This data is from the Open Reaction Database (ORD), a public repository of structured organic reaction records. The task is: describe an organic reaction: reactants, conditions, products, and yield Reaction conditions: temperature 25 celsius, time 6 hour. Reactants: COCCOC(N)=O (carbamic acid-β-methoxyethyl ester), N1=CC=CC=C1 (pyridine), N(=C=O)CCCCCC(=O)Cl (6-isocyanato-caproyl chloride). Procedure: 8.8 g (50 mmol) of 6-isocyanato-caproyl chloride were introduced into 25 ml of toluene. A mixture of 5.95 g (50 mmol) of carbamic acid-β-methoxyethyl ester, 3.96 g (50 mmol) of pyridine and 15 ml of toluene was added dropwise at 0° C. The mixture was stirred for 6 hours at 25° C. and then heated to 60° C. for 10 hours. It was diluted with 100 ml of toluene and extracted once with 50 ml of 0.1N HCl. The organic phase (MgSO4) was dried and filtered and the solvent was evaporated off. 5.1 g of a pr... The yield is 39.5%. The solvent is C1(=CC=CC=C1)C (toluene), C1(=CC=CC=C1)C (toluene), C1(=CC=CC=C1)C (toluene). RXN SMILES: [N:1]([CH2:4][CH2:5][CH2:6][CH2:7][CH2:8][C:9](Cl)=[O:10])=[C:2]=[O:3].[CH3:12][O:13][CH2:14][CH2:15][O:16][C:17](=[O:19])[NH2:18].N1C=CC=CC=1>C1(C)C=CC=CC=1>[CH3:12][O:13][CH2:14][CH2:15][O:16][C:17](=[O:19])[NH:18][C:9](=[O:10])[CH2:8][CH2:7][CH2:6][CH2:5][CH2:4][N:1]=[C:2]=[O:3]. Yields the product COCCOC(NC(CCCCCN=C=O)=O)=O (N-(6-isocyanato-caproyl)-carbamic acid-β-methoxyethyl ester). Starting materials: C(#N)C1=CC(=C(C=C1)OC=1C=C2CCC(OC2=CC1)C1=CC=CC=C1)[N+](=O)[O-] (4-Cyano-2-nitro-1-(2-phenylchroman-6-yloxy)-benzene), NC1=CC=CC=C1 (aniline), C1(=CC=CC=C1)C1OC2=CC=C(C=C2CC1)OC1=C(N)C=CC=C1 (2-(2-phenylchroman-6-yloxy)-aniline). Reagents/catalysts: [Zn] (zinc). Solvent: C(C)(=O)O (acetic acid). The product is C(#N)C=1C=CC(=C(N)C1)OC=1C=C2CCC(OC2=CC1)C1=CC=CC=C1 (5-Cyano-2-(2-phenylchroman-6-yloxy)-aniline). As a reaction SMILES: [C:1]([C:3]1[CH:8]=[CH:7][C:6]([O:9][C:10]2[CH:11]=[C:12]3[C:17](=[CH:18][CH:19]=2)[O:16][CH:15]([C:20]2[CH:25]=[CH:24][CH:23]=[CH:22][CH:21]=2)[CH2:14][CH2:13]3)=[C:5]([N+:26]([O-])=O)[CH:4]=1)#[N:2].NC1C=CC=CC=1.C1(C2CCC3C(=CC=C(OC4C=CC=CC=4N)C=3)O2)C=CC=CC=1>[Zn].C(O)(=O)C>[C:1]([C:3]1[CH:8]=[CH:7][C:6]([O:9][C:10]2[CH:11]=[C:12]3[C:17](=[CH:18][CH:19]=2)[O:16][CH:15]([C:20]2[CH:25]=[CH:24][CH:23]=[CH:22][CH:21]=2)[CH2:14][CH2:13]3)=[C:5]([CH:4]=1)[NH2:26])#[N:2]. Reported procedure: 4-Cyano-2-nitro-1-(2-phenylchroman-6-yloxy)-benzene (0.155 g; 0.4 mmol) was reduced to the corresponding aniline as described for 2-(2-phenylchroman-6-yloxy)-aniline in Example 29 except that 40 ml of glacial acetic acid and 0.93 g of zinc powder were used. Product was purified by column chromatography (100% CH2Cl2 as the eluant). 1H-NMR (300 MHz; d6-DMSO): δ 7.57-7.28 (m, 5H), 7.06 (d, 1H, J=2.0 Hz), 6.95-6.78 (m, 4H), 6.65 (d, 1H, J=8.3 Hz), 5.46 (s, 2H), 5.11 (dd, 1H, J=10.0 Hz, J=2.1 Hz), 3....